This data is from the Open Reaction Database (ORD), a public repository of structured organic reaction records. The task is: describe an organic reaction: reactants, conditions, products, and yield Starting materials: [Na] (sodium), Cl.NC(=N)N (guanidine hydrochloride), COC(C(C)=O)(C)OC (3,3-dimethoxy-2-butanone), COC(N(C)C)OC (N,N-dimethylformamide dimethylacetal), solid. Solvent: C(C)O (ethanol), C(C)O (ethanol). Run at temperature 110 celsius, time 30 hour. Product: CN(C=CC(C(C)(OC)OC)=O)C (1-(dimethylamino)-4,4-dimethoxypent-1-en-3-one). Isolated yield 80.1%. RXN SMILES: [CH3:1][O:2][C:3]([O:8][CH3:9])([CH3:7])[C:4](=[O:6])[CH3:5].CO[CH:12](OC)[N:13]([CH3:15])[CH3:14].[Na].Cl.NC(N)=N>C(O)C>[CH3:12][N:13]([CH3:15])[CH:14]=[CH:5][C:4](=[O:6])[C:3]([O:8][CH3:9])([O:2][CH3:1])[CH3:7] |f:3.4,^1:17|. Procedure details: A mixture of 3,3-dimethoxy-2-butanone (25 g, 189.2 mmol) and N,N-dimethylformamide dimethylacetal (22.5 g, 189.2 mmol) were stirred at 110° C. for 30 hours and then distilled (115° C., 1 mmHg) thus obtaining 1-(dimethylamino)-4,4-dimethoxypent-1-en-3-one, as a yellow solid (27.3 g, 146 mmol, 77%). Onto a solution of sodium (3.48 g, 151.6 mmol) in anhydrous ethanol (400 mL), solid guanidine hydrochloride (14.5 g, 151.6 mmol) was added at r.t., to give a white suspension into which a solution of 1...